Dataset: the Open Reaction Database (ORD), a public repository of structured organic reaction records. Task: describe an organic reaction: reactants, conditions, products, and yield Starting materials: CCOC(=O)C1=C(NC(=C(C1C2=CC=CC=C2Cl)C(=O)OC)C)COCCN3C(=O)C4=CC=CC=C4C3=O (Phthaloyl amlodipine), CN (monomethyl amine). Run at temperature 0 celsius. Yields the product CCOC(=O)C1=C(NC(=C(C1C2=CC=CC=C2Cl)C(=O)OC)C)COCCN (Amlodipine Base). Reaction SMILES: [CH3:1][CH2:2][O:3][C:4]([C:6]1[CH:11]([C:12]2[C:17]([Cl:18])=[CH:16][CH:15]=[CH:14][CH:13]=2)[C:10]([C:19]([O:21][CH3:22])=[O:20])=[C:9]([CH3:23])[NH:8][C:7]=1[CH2:24][O:25][CH2:26][CH2:27][N:28]1C(=O)C2C(=CC=CC=2)C1=O)=[O:5].CN>>[CH3:1][CH2:2][O:3][C:4]([C:6]1[CH:11]([C:12]2[C:17]([Cl:18])=[CH:16][CH:15]=[CH:14][CH:13]=2)[C:10]([C:19]([O:21][CH3:22])=[O:20])=[C:9]([CH3:23])[NH:8][C:7]=1[CH2:24][O:25][CH2:26][CH2:27][NH2:28])=[O:5]. Procedure details: Phthaloyl amlodipine (100 g, 0.18 M) was reacted with monomethyl amine (500 g, 40% solution) in denatured spirit at room temperature for 8 hrs, cooled to 0° C., filtered, washed with distilled water up to neutral pH and dried at 60-65° C. for 8 ills. Yield 58 g. The reactants are CC(=O)[O-], CC(=O)CC(C)=O, COc1cccc(N)c1, CC(=O)O, CCO, Cl, O=N[O-], [Na+], [Na+], O. Product: COc1cccc(NN=C(C(C)=O)C(C)=O)c1. As a reaction SMILES: [CH3:15][C:16](=[O:17])[O-:18].[CH3:19][C:20](=[O:21])[CH2:22][C:23]([CH3:24])=[O:25].[CH3:1][O:2][c:3]1[cH:4][c:5]([NH2:6])[cH:7][cH:8][cH:9]1.[CH3:26][C:27](=[O:28])[OH:29].[CH3:32][CH2:33][OH:34].[ClH:30].[N:10]([O-:11])=[O:12].[Na+:13].[Na+:14].[OH2:31]>>[CH3:1][O:2][c:3]1[cH:4][c:5]([NH:6][N:10]=[C:22]([C:20]([CH3:19])=[O:21])[C:23]([CH3:24])=[O:25])[cH:7][cH:8][cH:9]1. Starting materials: C([O-])(O)=O.[Na+] (sodium bicarbonate), [Si](C)(C)(C(C)(C)C)Cl (tert-butyldimethylsilyl chloride), N1C=NC=C1 (imidazole), OC(COC1=CC=C(C=O)C=C1)C (4-(2-Hydroxypropoxy)benzaldehyde). Solvent: CN(C=O)C (dimethylformamide). Run at time 20 hour. Yields the product [Si](C)(C)(C(C)(C)C)OC(COC1=CC=C(C=O)C=C1)C (4-(2-{[tert-Butyl(dimethyl)silyl]oxy}propoxy)benzaldehyde). RXN SMILES: [Si:1](Cl)([C:4]([CH3:7])([CH3:6])[CH3:5])([CH3:3])[CH3:2].N1C=CN=C1.[OH:14][CH:15]([CH3:26])[CH2:16][O:17][C:18]1[CH:25]=[CH:24][C:21]([CH:22]=[O:23])=[CH:20][CH:19]=1.C(=O)(O)[O-].[Na+]>CN(C)C=O>[Si:1]([O:14][CH:15]([CH3:26])[CH2:16][O:17][C:18]1[CH:25]=[CH:24][C:21]([CH:22]=[O:23])=[CH:20][CH:19]=1)([C:4]([CH3:7])([CH3:6])[CH3:5])([CH3:3])[CH3:2] |f:3.4|. Procedure details: 5.39 g (35.7 mmol) of tert-butyldimethylsilyl chloride and 3.30 g (48.5 mmol) of imidazole are added successively to a solution of 4.60 g (25.5 mmol) of the compound from Example 40A in 120 ml of dry dimethylformamide, and the mixture is stirred at RT for 20 h. 100 ml of saturated sodium bicarbonate solution are then added, and the reaction mixture is extracted with diethyl ether (three times, 100 ml each). The combined organic phases are dried over magnesium sulphate. After removal of the solve... Reactants: C1CCOC1, O=c1ccc(-c2cc(F)c(F)c(F)c2)n[nH]1, CCOC(=O)N=NC(=O)OCC, COC(=O)C=Cc1cnc(-c2cccc(CO)c2)nc1, c1ccc(P(c2ccccc2)c2ccccc2)cc1. Product: COC(=O)C=Cc1cnc(-c2cccc(Cn3nc(-c4cc(F)c(F)c(F)c4)ccc3=O)c2)nc1. RXN SMILES: [CH2:68]1[O:69][CH2:70][CH2:71][CH2:72]1.[F:1][c:2]1[cH:3][c:4](-[c:10]2[cH:11][cH:12][c:13](=[O:16])[nH:14][n:15]2)[cH:5][c:6]([F:9])[c:7]1[F:8].[O:56]=[C:57]([O:58][CH2:59][CH3:60])[N:61]=[N:62][C:63]([O:64][CH2:65][CH3:66])=[O:67].[OH:17][CH2:18][c:19]1[cH:20][c:21](-[c:25]2[n:26][cH:27][c:28]([CH:31]=[CH:32][C:33](=[O:34])[O:35][CH3:36])[cH:29][n:30]2)[cH:22][cH:23][cH:24]1.[c:37]1([P:38]([c:39]2[cH:40][cH:41][cH:42][cH:43][cH:44]2)[c:45]2[cH:46][cH:47][cH:48][cH:49][cH:50]2)[cH:51][cH:52][cH:53][cH:54][cH:55]1>>[F:1][c:2]1[cH:3][c:4](-[c:10]2[cH:11][cH:12][c:13](=[O:16])[n:14]([CH2:18][c:19]3[cH:20][c:21](-[c:25]4[n:26][cH:27][c:28]([CH:31]=[CH:32][C:33](=[O:34])[O:35][CH3:36])[cH:29][n:30]4)[cH:22][cH:23][cH:24]3)[n:15]2)[cH:5][c:6]([F:9])[c:7]1[F:8]. Starting materials: C(C)(C)(C)OP(=O)(OC(C)(C)C)OCC(C)(C)NC(=O)C1=CC(=C(C=C1)SC1=CC=C(C=C1)NC(OC)=O)NC=1C2=C(N=CN1)N=C(C=C2)C(C)C (methyl 4-(4-(1-(di-tert-butoxyphosphoryloxy)-2-methylpropan-2-ylcarbamoyl)-2-(7-isopropylpyrido[2,3-d]pyrimidin-4-ylamino)phenylthio)phenylcarbamate), C(=O)(C(F)(F)F)O (TFA), C(=O)(O)[O-].[Na+] (NaHCO3). Solvent: C(Cl)Cl (CH2Cl2). Yields the product P(=O)(OCC(C)(C)NC(C1=CC(=C(C=C1)SC1=CC=C(C=C1)NC(=O)OC)NC=1C2=C(N=CN1)N=C(C=C2)C(C)C)=O)([O-])[O-].[Na+].[Na+] (sodium 2-(3-(7-isopropylpyrido[2,3-d]pyrimidin-4-ylamino)-4-(4-(methoxycarbonylamino)phenylthio)benzamido)-2-methylpropyl phosphate). Yield: 92.2%. As a reaction SMILES: C([O:5][P:6]([O:13][CH2:14][C:15]([NH:18][C:19]([C:21]1[CH:26]=[CH:25][C:24]([S:27][C:28]2[CH:33]=[CH:32][C:31]([NH:34][C:35](=[O:38])[O:36][CH3:37])=[CH:30][CH:29]=2)=[C:23]([NH:39][C:40]2[C:41]3[CH:49]=[CH:48][C:47]([CH:50]([CH3:52])[CH3:51])=[N:46][C:42]=3[N:43]=[CH:44][N:45]=2)[CH:22]=1)=[O:20])([CH3:17])[CH3:16])([O:8]C(C)(C)C)=[O:7])(C)(C)C.C(O)(C(F)(F)F)=O.C([O-])(O)=O.[Na+:64]>C(Cl)Cl>[P:6]([O-:7])([O-:8])([O:13][CH2:14][C:15]([NH:18][C:19](=[O:20])[C:21]1[CH:26]=[CH:25][C:24]([S:27][C:28]2[CH:33]=[CH:32][C:31]([NH:34][C:35]([O:36][CH3:37])=[O:38])=[CH:30][CH:29]=2)=[C:23]([NH:39][C:40]2[C:41]3[CH:49]=[CH:48][C:47]([CH:50]([CH3:51])[CH3:52])=[N:46][C:42]=3[N:43]=[CH:44][N:45]=2)[CH:22]=1)([CH3:17])[CH3:16])=[O:5].[Na+:64].[Na+:64] |f:2.3,5.6.7|. Reported procedure: The product of Example 441E (240 mg., 0.32 mmol) in CH2Cl2 (1.6 ml.) was reacted with TFA (1.6 ml.) at room temperature for 30 min. The reaction was concentrated, redissolved in water (4 mL) and treated with solid NaHCO3 (270 mg., 3.2 mmol) with stirring. The solution was purified on a C-18 column eluted with a gradient of methanol in water (0-100%). to give the title compound (202 mg., 92%). 1H NMR (300 MHz, DMSO-D6) δ ppm 1.17-1.40 (m, 12 H) 2.98-3.11 (m, 1 H) 3.66 (s, 3 H) 6.65 (s, 1 H) 7.18-... The reactants are ON=C1C(CN(C1=O)C1=CC=CC=C1)CC(=O)OCC (Ethyl 4-(hydroxyimino)-5-oxo-1-phenyl-3-pyrrolidineacetate), N1C(=CC2=CC=CC=C12)C(=O)O (indole-2-carboxylic acid), ester. Yields the product N1C(=CC2=CC=CC=C12)C(=O)N[C@@H]1[C@@H](CN(C1=O)C1=CC=CC=C1)CC(=O)O (cis-4-[(1H-Indol-2-ylcarbonyl)amino]-5-oxo-1-phenyl-3-pyrrolidineacetic acid). RXN SMILES: O[N:2]=[C:3]1[C:7](=[O:8])[N:6]([C:9]2[CH:14]=[CH:13][CH:12]=[CH:11][CH:10]=2)[CH2:5][CH:4]1[CH2:15][C:16]([O:18]CC)=[O:17].[NH:21]1[C:29]2[C:24](=[CH:25][CH:26]=[CH:27][CH:28]=2)[CH:23]=[C:22]1[C:30](O)=[O:31]>>[NH:21]1[C:29]2[C:24](=[CH:25][CH:26]=[CH:27][CH:28]=2)[CH:23]=[C:22]1[C:30]([NH:2][C@H:3]1[C:7](=[O:8])[N:6]([C:9]2[CH:10]=[CH:11][CH:12]=[CH:13][CH:14]=2)[CH2:5][C@H:4]1[CH2:15][C:16]([OH:18])=[O:17])=[O:31]. Procedure: The aminopyrrolidinone of Example 63 is coupled with indole-2-carboxylic acid according to the procedure described in Example 4 and the resulting ester is saponified to give the title homologated acid.